From a dataset of the Open Reaction Database (ORD), a public repository of structured organic reaction records. describe an organic reaction: reactants, conditions, products, and yield Starting materials: CCOC1(c2ccc(O[Si](C(C)C)(C(C)C)C(C)C)cc2C(C)(C)C)CC1, C1CCOC1. The product is CCOC1(c2ccc(O)cc2C(C)(C)C)CC1. As a reaction SMILES: [CH2:1]([CH3:2])[O:3][C:4]1([c:7]2[c:8]([C:24]([CH3:25])([CH3:26])[CH3:27])[cH:9][c:10]([O:11][Si:12]([CH:13]([CH3:14])[CH3:15])([CH:16]([CH3:17])[CH3:18])[CH:19]([CH3:20])[CH3:21])[cH:22][cH:23]2)[CH2:5][CH2:6]1.[CH2:28]1[O:29][CH2:30][CH2:31][CH2:32]1>>[CH2:1]([CH3:2])[O:3][C:4]1([c:7]2[c:8]([C:24]([CH3:25])([CH3:26])[CH3:27])[cH:9][c:10]([OH:11])[cH:22][cH:23]2)[CH2:5][CH2:6]1. Reactants: ( b ), FC1=NC(=CC=C1)OC1=C(C=C(C=C1)CCC)OC (2-fluoro-6-(2-methoxy-4-propylphenoxy)pyridine), C(C)C1=CC(=C(OC2=CC(=C(N)C=C2)F)C=C1)OC (4-(4-ethyl-2-methoxyphenoxy)-2-fluoroaniline), C(C)C1=CC(=C(OC2=C(N)C=CC(=C2)F)C=C1)OC (2-(4-ethyl-2-methoxyphenoxy)-4-fluoroaniline). Yields the product NC1=C(OC2=C(C=C(C=C2)CC)O)C=C(C=C1)F (2-(2-amino-5-fluorophenoxy)-5-ethylphenol). Yield: 18.9%. Reaction SMILES: FC1C=CC=C(OC2C=CC(CCC)=CC=2OC)N=1.C(C1C=CC(OC2C=CC(N)=C(F)C=2)=C(OC)C=1)C.[CH2:39]([C:41]1[CH:55]=[CH:54][C:44]([O:45][C:46]2[CH:52]=[C:51]([F:53])[CH:50]=[CH:49][C:47]=2[NH2:48])=[C:43]([O:56]C)[CH:42]=1)[CH3:40]>>[NH2:48][C:47]1[CH:49]=[CH:50][C:51]([F:53])=[CH:52][C:46]=1[O:45][C:44]1[CH:54]=[CH:55][C:41]([CH2:39][CH3:40])=[CH:42][C:43]=1[OH:56]. Procedure details: According to the procedure of example 5 (b), except substituting 2-fluoro-6-(2-methoxy-4-propylphenoxy)pyridine for a mixture of 4-(4-ethyl-2-methoxyphenoxy)-2-fluoroaniline and 2-(4-ethyl-2-methoxyphenoxy)-4-fluoroaniline (50.9 mg, 0.19 mmol), the title compound (8.9 mg; 19%) was obtained after purification by preparative TLC (dichloromethane/ethyl acetate: 9/1). Reaction SMILES: [OH2:1].[F:2][C:3]([F:15])=[CH:4][CH2:5][CH2:6][CH2:7][CH2:8][CH2:9][CH2:10][CH2:11][CH2:12][CH:13]=[CH2:14].[BH4-].[Na+].[Cl-].[Na+]>[OH-].[Na+].[Hg].O1CCCC1>[F:2][C:3]([F:15])=[CH:4][CH2:5][CH2:6][CH2:7][CH2:8][CH2:9][CH2:10][CH2:11][CH2:12][CH:13]([OH:1])[CH3:14] |f:2.3,4.5,6.7|. Reagents/catalysts: [Hg] (mercury). The product is FC(=CCCCCCCCCC(C)O)F (12,12-difluoro-11-dodecen-2-ol). Reactants: FC(=CCCCCCCCCC=C)F (1,1-difluoro-1,11-dodecadiene), mercuric acetate, solution, O (water), [BH4-].[Na+] (Sodium borohydride), [Cl-].[Na+] (sodium chloride). Procedure details: Under an argon atmosphere 6.3 grams (0.02 mole) of mercuric acetate was placed in a reaction vessel. To this was added 20 ml of water and then 20 ml of tetrahydrofuran. The reaction mixture was cooled, and 4.0 grams (0.02 mole) of 1,1-difluoro-1,11-dodecadiene was added dropwise while maintaining the reaction mixture temperature at 25° C. or lower. Upon completion of addition, the reaction mixture was stirred for 20 minutes. After this time 20 ml of an aqueous 3 Molar solution of sodium hydroxid... Run at temperature 25 celsius, time 20 minute. Run in [OH-].[Na+] (sodium hydroxide), O1CCCC1 (tetrahydrofuran), solution, [OH-].[Na+] (sodium hydroxide). Reactants: Cn1nccc1C(=O)O, CN(C)C=O, O=C(Cl)C(=O)Cl, Nc1cccc(Oc2ccc3nc(NC(=O)C4CC4)cn3c2)c1, C1CCOC1. Product: Cn1nccc1C(=O)Nc1cccc(Oc2ccc3nc(NC(=O)C4CC4)cn3c2)c1. Reaction SMILES: [CH3:1][n:2]1[n:3][cH:4][cH:5][c:6]1[C:7](=[O:8])[OH:9].[CH3:44][N:45]([CH3:46])[CH:47]=[O:48].[Cl:10][C:11]([C:12]([Cl:13])=[O:14])=[O:15].[NH2:21][c:22]1[cH:23][c:24]([O:25][c:26]2[cH:27][cH:28][c:29]3[n:30]([cH:31]2)[cH:32][c:33]([NH:35][C:36](=[O:37])[CH:38]2[CH2:39][CH2:40]2)[n:34]3)[cH:41][cH:42][cH:43]1.[O:16]1[CH2:17][CH2:18][CH2:19][CH2:20]1>>[CH3:1][n:2]1[n:3][cH:4][cH:5][c:6]1[C:7](=[O:9])[NH:21][c:22]1[cH:23][c:24]([O:25][c:26]2[cH:27][cH:28][c:29]3[n:30]([cH:31]2)[cH:32][c:33]([NH:35][C:36](=[O:37])[CH:38]2[CH2:39][CH2:40]2)[n:34]3)[cH:41][cH:42][cH:43]1. Reactants: C(C)(C)(C)OC(C[C@H](N1C(N(CC1)CCCC1=NC(=CC=C1)NCC1=CC=C(C=C1)OC)=O)C=1C=NC=C(C1)OCC)=O (3(S)-(5-Ethoxy-pyridin-3-yl)-3-(3-{3-[6-(4-methoxy-benzylamino)-pyridin-2-yl]-propyl}-2-oxo-imidazolidin-1-yl)-propionic acid tert-butyl ester), C(=O)(C(F)(F)F)O (TFA). Solvent: ClCCl (dichloromethane). Reaction conditions: time 1 hour. Product: C(C)OC=1C=C(C=NC1)[C@H](CC(=O)O)N1C(N(CC1)CCCC1=NC(=CC=C1)NCC1=CC=C(C=C1)OC)=O (3(S)-(5-Ethoxy-pyridin-3-yl)-3-(3-{3-[6-(4-methoxy-benzylamino)-pyridin-2-yl]-propyl}-2-oxo-imidazolidin-1-yl)-propionic acid). Reaction SMILES: C([O:5][C:6](=[O:43])[CH2:7][C@@H:8]([C:34]1[CH:35]=[N:36][CH:37]=[C:38]([O:40][CH2:41][CH3:42])[CH:39]=1)[N:9]1[CH2:13][CH2:12][N:11]([CH2:14][CH2:15][CH2:16][C:17]2[CH:22]=[CH:21][CH:20]=[C:19]([NH:23][CH2:24][C:25]3[CH:30]=[CH:29][C:28]([O:31][CH3:32])=[CH:27][CH:26]=3)[N:18]=2)[C:10]1=[O:33])(C)(C)C.C(O)(C(F)(F)F)=O>ClCCl>[CH2:41]([O:40][C:38]1[CH:39]=[C:34]([C@@H:8]([N:9]2[CH2:13][CH2:12][N:11]([CH2:14][CH2:15][CH2:16][C:17]3[CH:22]=[CH:21][CH:20]=[C:19]([NH:23][CH2:24][C:25]4[CH:26]=[CH:27][C:28]([O:31][CH3:32])=[CH:29][CH:30]=4)[N:18]=3)[C:10]2=[O:33])[CH2:7][C:6]([OH:43])=[O:5])[CH:35]=[N:36][CH:37]=1)[CH3:42]. Reported procedure: To a stirred solution of 20-12 (0.028 g, 0.047 mmol) in dichloromethane (10 mL) was added TFA (1 mL). After 1 hour, the solvent was removed in vacuo and azeotroped twice with toluene (15 mL). The residue was chromatographed (silica gel, 25:10:1:1 followed by 15:10:1:1 ethyl acetate/EtOH/water/NH4OH) to give 20-13 as a white solid. Reactants: [Br-], C[Mg+], Cl, CCCc1c(Cc2ccc(-c3ccccc3C#N)cc2F)c(=O)n(C2CCC(OC(C)C3(C=O)CCC3)CC2)c2ncnn12, C1CCOC1. Product: CCCc1c(Cc2ccc(-c3ccccc3C#N)cc2F)c(=O)n(C2CCC(OC(C)C3(C(C)O)CCC3)CC2)c2ncnn12. RXN SMILES: [Br-:45].[CH3:46][Mg+:47].[ClH:48].[F:1][c:2]1[cH:3][c:4](-[c:37]2[c:38]([C:43]#[N:44])[cH:39][cH:40][cH:41][cH:42]2)[cH:5][cH:6][c:7]1[CH2:8][c:9]1[c:10](=[O:36])[n:11]([CH:21]2[CH2:22][CH2:23][CH:24]([O:27][CH:28]([CH3:29])[C:30]3([CH:34]=[O:35])[CH2:31][CH2:32][CH2:33]3)[CH2:25][CH2:26]2)[c:12]2[n:13]([c:14]1[CH2:15][CH2:16][CH3:17])[n:18][cH:19][n:20]2.[O:49]1[CH2:50][CH2:51][CH2:52][CH2:53]1>>[F:1][c:2]1[cH:3][c:4](-[c:37]2[c:38]([C:43]#[N:44])[cH:39][cH:40][cH:41][cH:42]2)[cH:5][cH:6][c:7]1[CH2:8][c:9]1[c:10](=[O:36])[n:11]([CH:21]2[CH2:22][CH2:23][CH:24]([O:27][CH:28]([CH3:29])[C:30]3([CH:34]([OH:35])[CH3:46])[CH2:31][CH2:32][CH2:33]3)[CH2:25][CH2:26]2)[c:12]2[n:13]([c:14]1[CH2:15][CH2:16][CH3:17])[n:18][cH:19][n:20]2. Starting materials: C(CCl)Cl (EDC), ClC=1C=[N+](C=C(C1C[C@H](O)C1=CC(=C(C=C1)OC(F)F)OCC1CC1)Cl)[O-] ((S)-3,5-dichloro-4-(2-(3-(cyclopropylmethoxy)-4-(difluoromethoxy)phenyl)-2-hydroxyethyl)pyridine 1-oxide), C(C)(C)(C)OC(=O)N(S(=O)(=O)C)C1=CC=C(C=C1)CCC(=O)O (3-(4-(N-(tert-butoxycarbonyl)methylsulfonamido)phenyl)propanoic acid). The reagents and catalysts are CN(C)C=1C=CN=CC1 (DMAP). Solvent: CN(C)C=O (DMF), O (water). Run at time 8 hour. The product is C(C)(C)(C)OC(=O)N(S(=O)(=O)C)C1=CC=C(C=C1)CCC(=O)O[C@@H](CC1=C(C=[N+](C=C1Cl)[O-])Cl)C1=CC(=C(C=C1)OC(F)F)OCC1CC1 ((S)-4-(2-(3-(4-(N-(tert-butoxycarbonyl)-methylsulfonamido)phenyl)propanoyloxy)-2-(3-(cyclopropylmethoxy)-4-(difluoromethoxy)phenyl)ethyl)-3,5-dichloropyridine 1-oxide). Isolated yield 76.6%. Reaction SMILES: [Cl:1][C:2]1[CH:3]=[N+:4]([O-:27])[CH:5]=[C:6]([Cl:26])[C:7]=1[CH2:8][C@@H:9]([C:11]1[CH:16]=[CH:15][C:14]([O:17][CH:18]([F:20])[F:19])=[C:13]([O:21][CH2:22][CH:23]2[CH2:25][CH2:24]2)[CH:12]=1)[OH:10].[C:28]([O:32][C:33]([N:35]([C:40]1[CH:45]=[CH:44][C:43]([CH2:46][CH2:47][C:48](O)=[O:49])=[CH:42][CH:41]=1)[S:36]([CH3:39])(=[O:38])=[O:37])=[O:34])([CH3:31])([CH3:30])[CH3:29].C(Cl)CCl>CN(C=O)C.CN(C1C=CN=CC=1)C.O>[C:28]([O:32][C:33]([N:35]([C:40]1[CH:41]=[CH:42][C:43]([CH2:46][CH2:47][C:48]([O:10][C@H:9]([C:11]2[CH:16]=[CH:15][C:14]([O:17][CH:18]([F:20])[F:19])=[C:13]([O:21][CH2:22][CH:23]3[CH2:25][CH2:24]3)[CH:12]=2)[CH2:8][C:7]2[C:6]([Cl:26])=[CH:5][N+:4]([O-:27])=[CH:3][C:2]=2[Cl:1])=[O:49])=[CH:44][CH:45]=1)[S:36]([CH3:39])(=[O:38])=[O:37])=[O:34])([CH3:31])([CH3:30])[CH3:29]. Procedure details: (S)-3,5-dichloro-4-(2-(3-(cyclopropylmethoxy)-4-(difluoromethoxy)phenyl)-2-hydroxyethyl)pyridine 1-oxide (30 mg, 0.07 mmol) and 3-(4-(N-(tert-butoxycarbonyl)methylsulfonamido)phenyl)propanoic acid (48 mg, 0.14 mmol) were dissolved in DMF (2 ml), and DMAP (17 mg, 0.14 mmol) and EDC (40 mg, 0.21 mmol) were added. The mixture was stirred at RT overnight, then was diluted with water. The precipitate was filtered, dissolved in EtOAc and washed with HCl 1N and NaHCO3 sat. sol. The organic phase was dr...